Dataset: the Open Reaction Database (ORD), a public repository of structured organic reaction records. Task: describe an organic reaction: reactants, conditions, products, and yield Starting materials: CC(=O)O, CCOC(=O)Cc1ccc(N2C(=O)c3c(c(OCC(F)(F)F)c4ccccc4c3OCC(F)(F)F)C2=O)c(Cl)c1, Cl, O. The product is O=C(O)Cc1ccc(N2C(=O)c3c(c(OCC(F)(F)F)c4ccccc4c3OCC(F)(F)F)C2=O)c(Cl)c1. RXN SMILES: [CH3:41][C:42](=[O:43])[OH:44].[Cl:1][c:2]1[cH:3][c:4]([CH2:35][C:36](=[O:37])[O:38][CH2:39][CH3:40])[cH:5][cH:6][c:7]1[N:8]1[C:9](=[O:34])[c:10]2[c:11]([O:28][CH2:29][C:30]([F:31])([F:32])[F:33])[c:12]3[c:13]([c:14]([O:18][CH2:19][C:20]([F:21])([F:22])[F:23])[c:15]2[C:16]1=[O:17])[cH:24][cH:25][cH:26][cH:27]3.[ClH:45].[OH2:46]>>[Cl:1][c:2]1[cH:3][c:4]([CH2:35][C:36](=[O:37])[OH:38])[cH:5][cH:6][c:7]1[N:8]1[C:9](=[O:34])[c:10]2[c:11]([O:28][CH2:29][C:30]([F:31])([F:32])[F:33])[c:12]3[c:13]([c:14]([O:18][CH2:19][C:20]([F:21])([F:22])[F:23])[c:15]2[C:16]1=[O:17])[cH:24][cH:25][cH:26][cH:27]3. Reactants: C(C)(C)(C)OC(=O)N[C@@H](C(=O)O)CC#C (2-(R)-tert-butoxycarbonylaminopent-4-ynoic acid), CI (methyl iodide), C([O-])([O-])=O.[Cs+].[Cs+] (cesium carbonate). The solvent is CN(C)C=O (DMF). Run at time 3 hour. The product is COC([C@@H](CC#C)NC(=O)OC(C)(C)C)=O (2-(R)-tert-Butoxycarbonylaminopent-4-ynoic acid methyl ester), oil. Yield: 95.0%. Reaction SMILES: [C:1]([O:5][C:6]([NH:8][C@H:9]([CH2:13][C:14]#[CH:15])[C:10]([OH:12])=[O:11])=[O:7])([CH3:4])([CH3:3])[CH3:2].[C:16](=O)([O-])[O-].[Cs+].[Cs+].CI>CN(C=O)C>[CH3:16][O:11][C:10](=[O:12])[C@H:9]([NH:8][C:6]([O:5][C:1]([CH3:4])([CH3:3])[CH3:2])=[O:7])[CH2:13][C:14]#[CH:15] |f:1.2.3|. Procedure: The commercially available compound, 2-(R)-tert-butoxycarbonylaminopent-4-ynoic acid (0.321 g, 1.50 mmol) was dissolved in anhydrous DMF (5 mL). To the solution was added cesium carbonate (0.54 g, 1.65 mmol) in one portion. The mixture was stirred at room temperature for 45 min before methyl iodide (0.20 mL, 3.00 mmol) was added, and further stirred for three hours. The reaction was quenched with water (10 mL). The organics was extracted with dichloromethane (2×30 mL), washed with water (3×50 mL... The reactants are C1(=C(C(=C(C(=C1F)F)F)N)F)N.Cl.Cl (dihydrochloride), Cl.Cl.ClC1=CC=C(C=C1)C1=CC=C(O1)C=NN1C(N(C(C1)=O)CCCCN1CCN(CC1)C)=O (1-[[[5-(4-Chlorophenyl)-2-furanyl]methylene]amino]-3-[4-(4-methyl-1-piperazinyl)butyl]-2,4 imidazolidinedione dihydrochloride). Solvent: O (H2O). The product is ClC1=CC=C(C=C1)C1=CC=C(O1)C=NN1C(N(C(C1)=O)CCCCN1CCN(CC1)C)=O (1-[[[5-(4-chlorophenyl)-2-furanyl]methylene]amino]-3-[4-(4-methyl-1-piperazinyl)butyl]-2,4-imidazolidinedione). The yield is 36.3%. RXN SMILES: C1(N)C(F)=C(F)C(F)=C(N)C=1F.Cl.Cl.Cl.Cl.[Cl:17][C:18]1[CH:23]=[CH:22][C:21]([C:24]2[O:28][C:27]([CH:29]=[N:30][N:31]3[CH2:35][C:34](=[O:36])[N:33]([CH2:37][CH2:38][CH2:39][CH2:40][N:41]4[CH2:46][CH2:45][N:44]([CH3:47])[CH2:43][CH2:42]4)[C:32]3=[O:48])=[CH:26][CH:25]=2)=[CH:20][CH:19]=1>O>[Cl:17][C:18]1[CH:19]=[CH:20][C:21]([C:24]2[O:28][C:27]([CH:29]=[N:30][N:31]3[CH2:35][C:34](=[O:36])[N:33]([CH2:37][CH2:38][CH2:39][CH2:40][N:41]4[CH2:42][CH2:43][N:44]([CH3:47])[CH2:45][CH2:46]4)[C:32]3=[O:48])=[CH:26][CH:25]=2)=[CH:22][CH:23]=1 |f:0.1.2,3.4.5|. Reported procedure: 1-[[[5-(4-Chlorophenyl)-2-furanyl]methylene]amino-3-[4-(4-methyl-1-piperazinyl)butyl]-2,4-imidazolidinedine, a free-base, is prepared as described hereinbelow. The dihydrochloride salt, 1-[[[5-(4-Chlorophenyl)-2-furanyl]methylene]amino]-3-[4-(4-methyl-1-piperazinyl)butyl]-2,4 imidazolidinedione dihydrochloride, (6.56 g, 0.0124 mole) prepared as described in Example A herein, is dissolved in H2O (300 ml) and washed with (1×100 ml). The aqueous phase is made basic with saturated NaHO3 solution. Th... The reactants are CCOC(C)OCC1CCCC(=O)N1CC#CCOCC(=O)OC, CO, O, Cc1ccc(S(=O)(=O)O)cc1. The product is COC(=O)COCC#CCN1C(=O)CCCC1CO. As a reaction SMILES: [CH3:13][O:14][C:15]([CH2:16][O:17][CH2:18][C:19]#[C:20][CH2:21][N:22]1[CH:23]([CH2:29][O:30][CH:31]([O:32][CH2:33][CH3:34])[CH3:35])[CH2:24][CH2:25][CH2:26][C:27]1=[O:28])=[O:36].[CH3:37][OH:38].[OH2:1].[c:2]1([CH3:3])[cH:4][cH:5][c:6]([S:7]([OH:8])(=[O:9])=[O:10])[cH:11][cH:12]1>>[CH3:13][O:14][C:15]([CH2:16][O:17][CH2:18][C:19]#[C:20][CH2:21][N:22]1[CH:23]([CH2:29][OH:30])[CH2:24][CH2:25][CH2:26][C:27]1=[O:28])=[O:36]. Reactants: O.O.O.O.O.O.Cl(=O)(=O)(=O)[O-].[Ni+2].Cl(=O)(=O)(=O)[O-] (Nickel(II) perchlorate hexahydrate), O.C(C(C)C)P([S-])(=S)CC(C)C.[Na+] (sodium di(isobutyl)dithiophosphinate water). Solvent: O (water), O (water). Product: C(C(C)C)P([S-])(=S)CC(C)C.C(C(C)C)P([S-])(=S)CC(C)C.[Ni+2] (Nickel (II) bis(diisobutyldithiophosphinate)). Reaction SMILES: O.O.O.O.O.O.Cl([O-])(=O)(=O)=O.[Ni+2:12].Cl([O-])(=O)(=O)=O.O.[CH2:19]([P:23]([CH2:26][CH:27]([CH3:29])[CH3:28])(=[S:25])[S-:24])[CH:20]([CH3:22])[CH3:21].[Na+]>O>[CH2:19]([P:23]([CH2:26][CH:27]([CH3:29])[CH3:28])(=[S:24])[S-:25])[CH:20]([CH3:22])[CH3:21].[CH2:19]([P:23]([CH2:26][CH:27]([CH3:29])[CH3:28])(=[S:24])[S-:25])[CH:20]([CH3:22])[CH3:21].[Ni+2:12] |f:0.1.2.3.4.5.6.7.8,9.10.11,13.14.15|. Reported procedure: 0.55 g Nickel(II) perchlorate hexahydrate was dissolved in 0.5 ml of water. 0.60 g of a 50% sodium di(isobutyl)dithiophosphinate water solution and another 2.5 ml water were added. A dark purple precipitate formed immediately. The precipitate was collected by vacuum filtration and washed with three 5 ml portions of water. The precipitate was dried at 50 C in a vacuum oven. Starting materials: ClC1=CC=C2C(N(C(NC2=C1)=O)S(=O)(=O)C=1C=C(C(C(=O)O)=CC1)O)=O (4-[(7-chloro-2,4(1H,3H)-quinazolinedion-3-yl)sulfonyl]salicylic acid), [OH-].[Na+] (sodium hydroxide), O (water). Run in C1CCOC1 (THF). Yields the product [Na+].ClC1=CC=C2C(N(C(NC2=C1)=O)S(=O)(=O)C=1C=C(C(C(=O)[O-])=CC1)O)=O (4-[(7-chloro-2,4(1H,3H)-quinazolinedion-3-yl)sulfonyl]salicylic acid monosodium salt). RXN SMILES: [Cl:1][C:2]1[CH:11]=[C:10]2[C:5]([C:6](=[O:26])[N:7]([S:13]([C:16]3[CH:17]=[C:18]([OH:25])[C:19](=[CH:23][CH:24]=3)[C:20]([OH:22])=[O:21])(=[O:15])=[O:14])[C:8](=[O:12])[NH:9]2)=[CH:4][CH:3]=1.[OH-].[Na+:28].O>C1COCC1>[Na+:28].[Cl:1][C:2]1[CH:11]=[C:10]2[C:5]([C:6](=[O:26])[N:7]([S:13]([C:16]3[CH:17]=[C:18]([OH:25])[C:19](=[CH:23][CH:24]=3)[C:20]([O-:22])=[O:21])(=[O:15])=[O:14])[C:8](=[O:12])[NH:9]2)=[CH:4][CH:3]=1 |f:1.2,5.6|. Procedure: 50 mg (0.13 mmol) of Compound 15 was suspended in approximately 1 ml of THF, then 126 μl of 1N sodium hydroxide aqueous solution was added dropwise. The solution was confirmed to have become uniform, then 30 ml of water was added and the mixture freeze-dried to quantitatively obtain the above-identified compound in an amorphous state in an amount of 52 mg. Properties: colorless amorphous, PMR (δ ppm, CD3OD): 7.11 (1H, s), 7.19 (1H, d), 7.58 (1H, d), 7.63 (1H, s), 7.92 (1H, d), 8.03 (1H, d).